This data is from the Open Reaction Database (ORD), a public repository of structured organic reaction records. The task is: describe an organic reaction: reactants, conditions, products, and yield Starting materials: CSC=1S\C(\C(N1)=O)=C/C=1C=C2C=CC=NC2=CC1 (2-methylsulfanyl-5-[1-quinolin-6-yl-meth-(Z)-ylidene]-thiazol-4-one), OCC(C=1SC=CC1)N (2-hydroxy-1-thiophen-2-yl-ethylamine), CCN(C(C)C)C(C)C (DIEA). Yields the product OCC(C=1SC=CC1)NC=1S\C(\C(N1)=O)=C/C=1C=C2C=CC=NC2=CC1 (2-(2-hydroxy-1-thiophen-2-yl-ethylamino)-5-[1-quinolin-6-yl-meth-(Z)-ylidene]-thiazol-4-one). As a reaction SMILES: CS[C:3]1[S:4]/[C:5](=[CH:9]\[C:10]2[CH:11]=[C:12]3[C:17](=[CH:18][CH:19]=2)[N:16]=[CH:15][CH:14]=[CH:13]3)/[C:6](=[O:8])[N:7]=1.[OH:20][CH2:21][CH:22]([NH2:28])[C:23]1[S:24][CH:25]=[CH:26][CH:27]=1.CCN(C(C)C)C(C)C>>[OH:20][CH2:21][CH:22]([NH:28][C:3]1[S:4]/[C:5](=[CH:9]\[C:10]2[CH:11]=[C:12]3[C:17](=[CH:18][CH:19]=2)[N:16]=[CH:15][CH:14]=[CH:13]3)/[C:6](=[O:8])[N:7]=1)[C:23]1[S:24][CH:25]=[CH:26][CH:27]=1. Reported procedure: Then similar procedure as described in example 1b was used, starting from 2-methylsulfanyl-5-[1-quinolin-6-yl-meth-(Z)-ylidene]-thiazol-4-one, 2-hydroxy-1-thiophen-2-yl-ethylamine and DIEA to give 2-(2-hydroxy-1-thiophen-2-yl-ethylamino)-5-[1-quinolin-6-yl-meth-(Z)-ylidene]-thiazol-4-one. LC-MS m/e 382 (MH+). The reactants are O1CCN(CC1)C=1C=C2C(=NC1)C1(CN2C(=O)OC(C)(C)C)CCOCC1 (tert-butyl 6′-morpholino-2,3,5,6-tetrahydrospiro[pyran-4,3′-pyrrolo[3,2-b]pyridine]-1′(2′H)-carboxylate), C(=O)(C(F)(F)F)O (TFA). Run in C(Cl)Cl (DCM). Reaction conditions: time 3 hour. Product: O1CCN(CC1)C=1C=C2C(=NC1)C1(CN2)CCOCC1 (6′-morpholino-1′,2,2′,3,5,6-hexahydrospiro[pyran-4,3′-pyrrolo[3,2-b]pyridine]). RXN SMILES: [O:1]1[CH2:6][CH2:5][N:4]([C:7]2[CH:8]=[C:9]3[N:15](C(OC(C)(C)C)=O)[CH2:14][C:13]4([CH2:27][CH2:26][O:25][CH2:24][CH2:23]4)[C:10]3=[N:11][CH:12]=2)[CH2:3][CH2:2]1.C(O)(C(F)(F)F)=O>C(Cl)Cl>[O:1]1[CH2:6][CH2:5][N:4]([C:7]2[CH:8]=[C:9]3[NH:15][CH2:14][C:13]4([CH2:27][CH2:26][O:25][CH2:24][CH2:23]4)[C:10]3=[N:11][CH:12]=2)[CH2:3][CH2:2]1. Reported procedure: To a stirred solution of tert-butyl 6′-morpholino-2,3,5,6-tetrahydrospiro[pyran-4,3′-pyrrolo[3,2-b]pyridine]-1′(2′H)-carboxylate (5.8 g, 15.45 mmol) in DCM (30 mL) was added TFA (23.80 mL, 309 mmol) and the reaction was stirred at rt for 3 h. After this time the reaction was evaporated under reduced pressure and dried under vacuum overnight. After this time the reaction was partitioned between EtOAc (80 mL) and 1.0M aqueous HCl (200 mL). The separated aqueous layer was washed with EtOAc (40 mL).... The reactants are C(C)[C@@]12[C@H](CCCC=3C1=CC=1C=NN(C1C3)C3=CC=C(C=C3)F)C[C@@](CC2)(O)C(F)(F)F ((3R,4aR,12bR)-12b-ethyl-9-(4-fluorophenyl)-3-(trifluoromethyl)-1,2,3,4,4a,5,6,7,9,12b-decahydrobenzo[6,7]cyclohepta[1,2-f]indazol-3-ol), C[S-].[Na+] (sodium methanethiolate). Run in CN(C(C)=O)C (N,N-dimethylacetamide). Yields the product C(C)[C@@]12[C@H](CCCC=3C1=CC=1C=NN(C1C3)C3=CC=C(C=C3)SC)C[C@@](CC2)(O)C(F)(F)F ((3R,4aR,12bR)-12b-ethyl-9-(4-(methylthio)phenyl)-3-(trifluoromethyl)-1,2,3,4,4a,5,6,7,9,12b-decahydrobenzo[6,7]cyclohepta[1,2-f]indazol-3-ol). RXN SMILES: [CH2:1]([C@@:3]12[CH2:27][CH2:26][C@@:25]([C:29]([F:32])([F:31])[F:30])([OH:28])[CH2:24][C@H:4]1[CH2:5][CH2:6][CH2:7][C:8]1[C:9]2=[CH:10][C:11]2[CH:12]=[N:13][N:14]([C:17]3[CH:22]=[CH:21][C:20](F)=[CH:19][CH:18]=3)[C:15]=2[CH:16]=1)[CH3:2].[CH3:33][S-:34].[Na+]>CN(C)C(=O)C>[CH2:1]([C@@:3]12[CH2:27][CH2:26][C@@:25]([C:29]([F:32])([F:31])[F:30])([OH:28])[CH2:24][C@H:4]1[CH2:5][CH2:6][CH2:7][C:8]1[C:9]2=[CH:10][C:11]2[CH:12]=[N:13][N:14]([C:17]3[CH:22]=[CH:21][C:20]([S:34][CH3:33])=[CH:19][CH:18]=3)[C:15]=2[CH:16]=1)[CH3:2] |f:1.2|. Procedure: (3R,4aR,12bR)-12b-ethyl-9-(4-fluorophenyl)-3-(trifluoromethyl)-1,2,3,4,4a,5,6,7,9,12b-decahydrobenzo[6,7]cyclohepta[1,2-f]indazol-3-ol (11, R1=4-Fluorophenyl, R2=Ethyl, R3=Trifluoromethyl) (0.240 g, 0.538 mmol), sodium methanethiolate (0.188 g, 2.69 mmol) and N,N-dimethylacetamide (12 mL) were heated via microwave at about 90° C. for about 1 h. The reaction mixture was purified without manipulation in two portions by preparative reverse phase HPLC using a Hypersil HS C18 column (250 mm×21.2 mm, ... Reactants: solution, C(CCC)[Li] (n-butyllithium), CCCCCC (hexane), CN(C)C=O (DMF), ClC=1N=C(C2=C(N1)SC=N2)N2CCOCC2 (4-(5-chlorothiazolo[5,4-d]pyrimidin-7-yl)morpholine). Solvent: C1CCOC1 (THF). Run at time 1 hour. Product: ClC=1N=C(C2=C(N1)SC(=N2)C=O)N2CCOCC2 (5-chloro-7-morpholinothiazolo[5,4-d]pyrimidine-2-carbaldehyde). RXN SMILES: [Cl:1][C:2]1[N:3]=[C:4]([N:11]2[CH2:16][CH2:15][O:14][CH2:13][CH2:12]2)[C:5]2[N:10]=[CH:9][S:8][C:6]=2[N:7]=1.C([Li])CCC.CCCCCC.CN([CH:31]=[O:32])C>C1COCC1>[Cl:1][C:2]1[N:3]=[C:4]([N:11]2[CH2:12][CH2:13][O:14][CH2:15][CH2:16]2)[C:5]2[N:10]=[C:9]([CH:31]=[O:32])[S:8][C:6]=2[N:7]=1. Procedure details: To a suspension of 4-(5-chlorothiazolo[5,4-d]pyrimidin-7-yl)morpholine 14 (1.75 g, 6.85 mmol) in dry THF at −78° C. was added a 2.5M solution of n-butyllithium (nBuLi) in hexane (3.3 mL, 1.2 eq.). After stirring for 1 h, dry DMF (796 uL, 1.5 eq.) was added. The reaction mixture was stirred for 1 h at −78° C. and then warmed slowly to room temperature. After a further 2 h at room temperature the reaction mixture was poured onto ice/water yielding a yellow precipitate. This was collected by filtra... Reactants: CCc1c(C(=O)O)c(=O)c2cc(F)c(F)c(OC)c2n1C1CC1, CC(=O)O, Cl, O. The product is COc1c(F)c(F)cc2c(=O)c(C(=O)O)cn(C3CC3)c12. RXN SMILES: [CH2:1]([CH3:2])[c:3]1[n:4]([CH:21]2[CH2:22][CH2:23]2)[c:5]2[c:6]([O:19][CH3:20])[c:7]([F:18])[c:8]([F:17])[cH:9][c:10]2[c:11](=[O:16])[c:12]1[C:13](=[O:14])[OH:15].[CH3:24][C:25](=[O:26])[OH:27].[ClH:28].[OH2:29]>>[cH:3]1[n:4]([CH:21]2[CH2:22][CH2:23]2)[c:5]2[c:6]([O:19][CH3:20])[c:7]([F:18])[c:8]([F:17])[cH:9][c:10]2[c:11](=[O:16])[c:12]1[C:13](=[O:14])[OH:15]. Starting materials: CCOCC, CCN(C(C)C)C(C)C, CC(C)C(C(=O)O)N(C)C1CCCCC1, Cl, NCCCC(c1ccc(F)cc1)c1ccc(F)cc1, CN(C)C=O. Product: CC(C)C(C(=O)NCCCC(c1ccc(F)cc1)c1ccc(F)cc1)N(C)C1CCCCC1. As a reaction SMILES: [CH3:50][CH2:51][O:52][CH2:53][CH3:54].[CH:16]([N:17]([CH2:18][CH3:19])[CH:20]([CH3:21])[CH3:22])([CH3:23])[CH3:24].[CH:1]1([N:7]([CH:8]([C:9](=[O:10])[OH:11])[CH:12]([CH3:13])[CH3:14])[CH3:15])[CH2:2][CH2:3][CH2:4][CH2:5][CH2:6]1.[ClH:25].[F:26][c:27]1[cH:28][cH:29][c:30]([CH:33]([CH2:34][CH2:35][CH2:36][NH2:37])[c:38]2[cH:39][cH:40][c:41]([F:44])[cH:42][cH:43]2)[cH:31][cH:32]1.[O:45]=[CH:46][N:47]([CH3:48])[CH3:49]>>[CH:1]1([N:7]([CH:8]([C:9](=[O:11])[NH:37][CH2:36][CH2:35][CH2:34][CH:33]([c:30]2[cH:29][cH:28][c:27]([F:26])[cH:32][cH:31]2)[c:38]2[cH:39][cH:40][c:41]([F:44])[cH:42][cH:43]2)[CH:12]([CH3:13])[CH3:14])[CH3:15])[CH2:2][CH2:3][CH2:4][CH2:5][CH2:6]1.